From a dataset of the Open Reaction Database (ORD), a public repository of structured organic reaction records. describe an organic reaction: reactants, conditions, products, and yield Starting materials: C1COCCO1, CN(C)C(=O)c1ccc(CN)cc1, CC(C)(C)n1ncc(Cl)c(Cl)c1=O, O, c1ccncc1. The product is CN(C)C(=O)c1ccc(CNc2cnn(C(C)(C)C)c(=O)c2Cl)cc1. As a reaction SMILES: [CH2:34]1[O:35][CH2:36][CH2:37][O:38][CH2:39]1.[CH3:14][N:15]([C:16](=[O:17])[c:18]1[cH:19][cH:20][c:21]([CH2:22][NH2:23])[cH:24][cH:25]1)[CH3:26].[Cl:1][c:2]1[c:3](=[O:13])[n:4]([C:9]([CH3:10])([CH3:11])[CH3:12])[n:5][cH:6][c:7]1[Cl:8].[OH2:33].[cH:27]1[cH:28][cH:29][n:30][cH:31][cH:32]1>>[Cl:1][c:2]1[c:3](=[O:13])[n:4]([C:9]([CH3:10])([CH3:11])[CH3:12])[n:5][cH:6][c:7]1[NH:23][CH2:22][c:21]1[cH:20][cH:19][c:18]([C:16]([N:15]([CH3:14])[CH3:26])=[O:17])[cH:25][cH:24]1. Starting materials: CC(C)(C)OC(=O)N1CCNCC1, ClCCCl, CCN(C(C)C)C(C)C, ClCCl, O=C(O)c1cc([N+](=O)[O-])cc(C(F)(F)F)c1, On1nnc2ccccc21. Yields the product CC(C)(C)OC(=O)N1CCN(C(=O)c2cc([N+](=O)[O-])cc(C(F)(F)F)c2)CC1. As a reaction SMILES: [C:17](=[O:18])([O:19][C:20]([CH3:21])([CH3:22])[CH3:23])[N:24]1[CH2:25][CH2:26][NH:27][CH2:28][CH2:29]1.[CH2:52]([Cl:53])[CH2:54][Cl:55].[CH:40]([N:41]([CH2:42][CH3:43])[CH:44]([CH3:45])[CH3:46])([CH3:47])[CH3:48].[Cl:49][CH2:50][Cl:51].[N+:1](=[O:2])([O-:3])[c:4]1[cH:5][c:6]([C:7](=[O:8])[OH:9])[cH:10][c:11]([C:13]([F:14])([F:15])[F:16])[cH:12]1.[OH:30][n:31]1[c:32]2[c:33]([cH:34][cH:35][cH:36][cH:37]2)[n:38][n:39]1>>[N+:1](=[O:2])([O-:3])[c:4]1[cH:5][c:6]([C:7](=[O:9])[N:27]2[CH2:26][CH2:25][N:24]([C:17](=[O:18])[O:19][C:20]([CH3:21])([CH3:22])[CH3:23])[CH2:29][CH2:28]2)[cH:10][c:11]([C:13]([F:14])([F:15])[F:16])[cH:12]1. Starting materials: CCCC[Sn](C=COCC)(CCCC)CCCC, Cc1ccccc1, Cl, CCCc1cc(C(OCOC)(C(F)(F)F)C(F)(F)F)ccc1Oc1ccc(I)c(C)c1. Yields the product CCCc1cc(C(OCOC)(C(F)(F)F)C(F)(F)F)ccc1Oc1ccc(C(C)=O)c(C)c1. Reaction SMILES: [CH2:32]([CH3:33])[O:34][CH:35]=[CH:36][Sn:37]([CH2:38][CH2:39][CH2:40][CH3:41])([CH2:42][CH2:43][CH2:44][CH3:45])[CH2:46][CH2:47][CH2:48][CH3:49].[CH3:51][c:52]1[cH:53][cH:54][cH:55][cH:56][cH:57]1.[ClH:50].[F:1][C:2]([C:3]([C:4]([F:5])([F:6])[F:7])([O:8][CH2:9][O:10][CH3:11])[c:12]1[cH:13][c:14]([CH2:27][CH2:28][CH3:29])[c:15]([O:18][c:19]2[cH:20][c:21]([CH3:26])[c:22]([I:25])[cH:23][cH:24]2)[cH:16][cH:17]1)([F:30])[F:31]>>[F:1][C:2]([C:3]([C:4]([F:5])([F:6])[F:7])([O:8][CH2:9][O:10][CH3:11])[c:12]1[cH:13][c:14]([CH2:27][CH2:28][CH3:29])[c:15]([O:18][c:19]2[cH:20][c:21]([CH3:26])[c:22]([C:32]([CH3:33])=[O:34])[cH:23][cH:24]2)[cH:16][cH:17]1)([F:30])[F:31].